From a dataset of the Open Reaction Database (ORD), a public repository of structured organic reaction records. describe an organic reaction: reactants, conditions, products, and yield The reactants are O=C([O-])[O-], CC(C)(C)OC(=O)NN, ClCCl, COC(=O)c1c(Br)cc(F)c(F)c1Nc1ccccc1Cl, [Cs+], [Cs+], [Fe+2], O=C(C=Cc1ccccc1)C=Cc1ccccc1, O=C(C=Cc1ccccc1)C=Cc1ccccc1, O=C(C=Cc1ccccc1)C=Cc1ccccc1, [Pd], [Pd], c1ccc(P(c2ccccc2)[c-]2cccc2)cc1, c1ccc(P(c2ccccc2)[c-]2cccc2)cc1. Yields the product COC(=O)c1c(NNC(=O)OC(C)(C)C)cc(F)c(F)c1Nc1ccccc1Cl. RXN SMILES: [C:10](=[O:11])([O-:12])[O-:13].[C:1]([CH3:2])([CH3:3])([CH3:4])[O:5][C:6]([NH:7][NH2:8])=[O:9].[CH2:37]([Cl:38])[Cl:39].[CH3:16][O:17][C:18]([c:19]1[c:20]([NH:28][c:29]2[c:30]([Cl:35])[cH:31][cH:32][cH:33][cH:34]2)[c:21]([F:27])[c:22]([F:26])[cH:23][c:24]1[Br:25])=[O:36].[Cs+:14].[Cs+:15].[Fe+2:132].[O:42]=[C:43]([CH:44]=[CH:45][c:46]1[cH:47][cH:48][cH:49][cH:50][cH:51]1)[CH:52]=[CH:53][c:54]1[cH:55][cH:56][cH:57][cH:58][cH:59]1.[O:60]=[C:61]([CH:62]=[CH:63][c:64]1[cH:65][cH:66][cH:67][cH:68][cH:69]1)[CH:70]=[CH:71][c:72]1[cH:73][cH:74][cH:75][cH:76][cH:77]1.[O:78]=[C:79]([CH:80]=[CH:81][c:82]1[cH:83][cH:84][cH:85][cH:86][cH:87]1)[CH:88]=[CH:89][c:90]1[cH:91][cH:92][cH:93][cH:94][cH:95]1.[Pd:40].[Pd:41].[cH:114]1[cH:115][cH:116][c:117]([P:118]([c:119]2[cH:120][cH:121][cH:122][cH:123][cH:124]2)[c-:125]2[cH:126][cH:127][cH:128][cH:129]2)[cH:130][cH:131]1.[cH:96]1[cH:97][cH:98][c:99]([P:100]([c:101]2[cH:102][cH:103][cH:104][cH:105][cH:106]2)[c-:107]2[cH:108][cH:109][cH:110][cH:111]2)[cH:112][cH:113]1>>[C:1]([CH3:2])([CH3:3])([CH3:4])[O:5][C:6]([NH:7][NH:8][c:24]1[c:19]([C:18]([O:17][CH3:16])=[O:36])[c:20]([NH:28][c:29]2[c:30]([Cl:35])[cH:31][cH:32][cH:33][cH:34]2)[c:21]([F:27])[c:22]([F:26])[cH:23]1)=[O:9]. Reactants: C[Si](C)(C)CCOCn1c(-c2ccc(OCc3ccccc3)cc2)cc2c(Oc3ccc([N+](=O)[O-])c(F)c3)ncnc21, CCO, [Cl-], [Fe], [NH4+], C1CCOC1, O. Yields the product C[Si](C)(C)CCOCn1c(-c2ccc(OCc3ccccc3)cc2)cc2c(Oc3ccc(N)c(F)c3)ncnc21. Reaction SMILES: [CH2:11]([c:12]1[cH:13][cH:14][cH:15][cH:16][cH:17]1)[O:18][c:19]1[cH:20][cH:21][c:22](-[c:25]2[cH:26][c:27]3[c:28]([n:29][cH:30][n:31][c:32]3[O:33][c:34]3[cH:35][c:36]([F:43])[c:37]([N+:40]([O-:41])=[O:42])[cH:38][cH:39]3)[n:44]2[CH2:45][O:46][CH2:47][CH2:48][Si:49]([CH3:50])([CH3:51])[CH3:52])[cH:23][cH:24]1.[CH3:3][CH2:4][OH:5].[Cl-:1].[Fe:53].[NH4+:2].[O:6]1[CH2:7][CH2:8][CH2:9][CH2:10]1.[OH2:54]>>[CH2:11]([c:12]1[cH:13][cH:14][cH:15][cH:16][cH:17]1)[O:18][c:19]1[cH:20][cH:21][c:22](-[c:25]2[cH:26][c:27]3[c:28]([n:29][cH:30][n:31][c:32]3[O:33][c:34]3[cH:35][c:36]([F:43])[c:37]([NH2:40])[cH:38][cH:39]3)[n:44]2[CH2:45][O:46][CH2:47][CH2:48][Si:49]([CH3:50])([CH3:51])[CH3:52])[cH:23][cH:24]1. Reactants: CN(C)C=O (DMF), BrC=1C=CC(=NC1OCC1CC1)C(=O)O (5-bromo-6-(cyclopropylmethoxy)-pyridine-2-carboxylic acid), C1(=CCCC1)B1OC(C(O1)(C)C)(C)C (2-cyclopentenyl-4,4,5,5-tetramethyl-1,3,2-dioxaborolane), C([O-])([O-])=O.[Na+].[Na+] (sodium carbonate). Reagents/catalysts: C(Cl)Cl.[Pd](Cl)Cl.C1(=CC=CC=C1)P([C-]1C=CC=C1)C1=CC=CC=C1.[C-]1(C=CC=C1)P(C1=CC=CC=C1)C1=CC=CC=C1.[Fe+2] (1,1′-bis(diphenylphosphino)ferrocene-palladium(II)dichloride methylene chloride). Solvent: O (water). Reaction conditions: temperature 100 celsius. Product: C1(=CCCC1)C=1C=CC(=NC1OCC1CC1)C(=O)O (5-Cyclopentenyl-6-(cyclopropylmethoxy)-pyridine-2-carboxylic acid). The yield is 82.0%. Reaction SMILES: Br[C:2]1[CH:3]=[CH:4][C:5]([C:13]([OH:15])=[O:14])=[N:6][C:7]=1[O:8][CH2:9][CH:10]1[CH2:12][CH2:11]1.[C:16]1(B2OC(C)(C)C(C)(C)O2)[CH2:20][CH2:19][CH2:18][CH:17]=1.C(=O)([O-])[O-].[Na+].[Na+].CN(C=O)C>O.C(Cl)Cl.[Pd](Cl)Cl.C1(P(C2C=CC=CC=2)[C-]2C=CC=C2)C=CC=CC=1.[C-]1(P(C2C=CC=CC=2)C2C=CC=CC=2)C=CC=C1.[Fe+2]>[C:16]1([C:2]2[CH:3]=[CH:4][C:5]([C:13]([OH:15])=[O:14])=[N:6][C:7]=2[O:8][CH2:9][CH:10]2[CH2:12][CH2:11]2)[CH2:20][CH2:19][CH2:18][CH:17]=1 |f:2.3.4,7.8.9.10.11|. Procedure details: The mixture of 5-bromo-6-(cyclopropylmethoxy)-pyridine-2-carboxylic acid (Example 9 d, 1.0 g, 4 mmol), 2-cyclopentenyl-4,4,5,5-tetramethyl-1,3,2-dioxaborolane (CAN 287944-10-9, 0.86 g, 4 mmol), 1,1′-bis(diphenylphosphino)ferrocene-palladium(II)dichloride methylene chloride complex (CAN 95464-05-4, 150 mg 0.18 mmol) and aqueous sodium carbonate solution (2N, 16 mL) was added to DMF (10 ml). The mixture was heated to 100° C. overnight; then the solution was diluted with water (15 mL), extracted wi... Starting materials: ClC1CCc2cc(Br)ccc21, C1CCNC1, ClCCl. The product is Brc1ccc2c(c1)CCC2N1CCCC1. Reaction SMILES: [Br:6][c:7]1[cH:8][c:9]2[c:13]([cH:14][cH:15]1)[CH:12]([Cl:16])[CH2:11][CH2:10]2.[CH2:1]1[CH2:2][CH2:3][NH:4][CH2:5]1.[Cl:17][CH2:18][Cl:19]>>[CH2:1]1[CH2:2][CH2:3][N:4]([CH:12]2[CH2:11][CH2:10][c:9]3[cH:8][c:7]([Br:6])[cH:15][cH:14][c:13]32)[CH2:5]1.